Dataset: the Open Reaction Database (ORD), a public repository of structured organic reaction records. Task: describe an organic reaction: reactants, conditions, products, and yield Reactants: O (water), NC1=CC=CC=C1 (aniline), C1(\C=C/C(=O)O1)=O (maleic anhydride), C1(\C=C/C(=O)O1)=O (MAN). The solvent is C=1(C(=CC=CC1)C)C (xylene), C=1(C(=CC=CC1)C)C (Xy), C=1(C(=CC=CC1)C)C (xylene), CN(C=O)C (dimethylformamide), CN(C=O)C (DMF). Run at temperature 80 celsius, time 15 minute. Yields the product C1(=CC=CC=C1)NC(\C=C/C(=O)O)=O (N-phenylmaleamic acid). Reaction SMILES: O.[C:2]1(=[O:8])[O:7][C:5](=[O:6])[CH:4]=[CH:3]1.[NH2:9][C:10]1[CH:15]=[CH:14][CH:13]=[CH:12][CH:11]=1>C1(C)C(C)=CC=CC=1.CN(C)C=O>[C:10]1([NH:9][C:2](=[O:8])/[CH:3]=[CH:4]\[C:5]([OH:7])=[O:6])[CH:15]=[CH:14][CH:13]=[CH:12][CH:11]=1. Reported procedure: To a 300 ml flask equipped with a water separator connected to reflux condenser, stirrer and a thermometer, 15.44 g of maleic anhydride (hereinafter abbreviated as MAN), 70 ml of xylene (hereinafter abbreviated as Xy) and 10 ml of dimethylformamide (hereinafter abbreviated as DMF) were charged. A mixture of 13.97 g of aniline (hereinafter abbreviated as AN) and 20 ml of xylene was added with stirring at 80° C. at a constant rate over 15 minutes and further aged for 15 minutes to obtain N-phenylm... Starting materials: COc1ccc(C2C=NN=N2)cc1C(=O)O, CN(C)C=O, ClCCl, O=C(Cl)C(=O)Cl. Yields the product COc1ccc(C2C=NN=N2)cc1C(=O)Cl. As a reaction SMILES: [CH3:1][O:2][c:3]1[c:4]([C:5](=[O:6])[OH:7])[cH:8][c:9]([CH:12]2[N:13]=[N:14][N:15]=[CH:16]2)[cH:10][cH:11]1.[CH3:26][N:27]([CH3:28])[CH:29]=[O:30].[Cl:17][CH2:18][Cl:19].[Cl:20][C:21]([C:22]([Cl:23])=[O:24])=[O:25]>>[CH3:1][O:2][c:3]1[c:4]([C:5](=[O:6])[Cl:17])[cH:8][c:9]([CH:12]2[N:13]=[N:14][N:15]=[CH:16]2)[cH:10][cH:11]1. The reactants are BrC=1C=C2C(=NNC2=CC1)C (5-bromo-3-methyl-1H-indazole), [H-].[Na+] (sodium hydride), C[Si](CCOCCl)(C)C (2-(trimethylsilyl)ethoxymethyl chloride), C(C)(=O)OCC (Ethyl acetate). The solvent is CN(C)C=O (DMF). Run at temperature 0 celsius, time 1 hour. The product is BrC=1C=C2C(=NN(C2=CC1)COC(C)[Si](C)(C)C)C (5-bromo-3-methyl-1-(trimethylsilyl)ethoxymethyl-1H-indazole). Reaction SMILES: [Br:1][C:2]1[CH:3]=[C:4]2[C:8](=[CH:9][CH:10]=1)[NH:7][N:6]=[C:5]2[CH3:11].[H-].[Na+].[CH3:14][Si:15]([CH3:22])([CH3:21])[CH2:16][CH2:17]OCCl.[C:23](OCC)(=[O:25])C>CN(C=O)C>[Br:1][C:2]1[CH:3]=[C:4]2[C:8](=[CH:9][CH:10]=1)[N:7]([CH2:23][O:25][CH:16]([Si:15]([CH3:14])([CH3:21])[CH3:22])[CH3:17])[N:6]=[C:5]2[CH3:11] |f:1.2|. Procedure: To a solution of 5-bromo-3-methyl-1H-indazole 104 (0.4 g, 1.89 mmol) in anhydrous DMF (4 mL) at 0° C. was added sodium hydride (0.068 g, 2.85 mmol) and 2-(trimethylsilyl)ethoxymethyl chloride (0.377 g, 2.26 mmol). The reaction mixture was stirred at 0° C. fro 1 hour. Ethyl acetate (100 mL) was added. The organic layer was washed with saturated ammonium chloride solution, water and brine. The organic layer was dried over sodium sulfate. The organic solvent was evaporated under reduced pressure. T... Reactants: OC1=C(C=O)C=C(C=C1)OC1=C(C=CC=C1)Cl (2-hydroxy-5-(2-chlorophenoxy)benzaldehyde), S(=O)(=O)(OC)OC (dimethyl sulfate). Run in [OH-].[K+] (potassium hydroxide). Product: COC1=C(C=O)C=C(C=C1)OC1=C(C=CC=C1)Cl (2-methoxy-5-(2-chlorophenoxy)benzaldehyde). Isolated yield 72.8%. As a reaction SMILES: [OH:1][C:2]1[CH:9]=[CH:8][C:7]([O:10][C:11]2[CH:16]=[CH:15][CH:14]=[CH:13][C:12]=2[Cl:17])=[CH:6][C:3]=1[CH:4]=[O:5].S(OC)(O[CH3:22])(=O)=O>[OH-].[K+]>[CH3:22][O:1][C:2]1[CH:9]=[CH:8][C:7]([O:10][C:11]2[CH:16]=[CH:15][CH:14]=[CH:13][C:12]=2[Cl:17])=[CH:6][C:3]=1[CH:4]=[O:5] |f:2.3|. Reported procedure: An aqueous solution (30 ml) of potassium hydroxide (8.2 g) was added portionwise to a mixture of 2-hydroxy-5-(2-chlorophenoxy)benzaldehyde (10.4 g) and dimethyl sulfate (10.5 g) with stirring at room temperature, and the mixture was stirred at 70° C. for an hour. After cooling, the reaction mixture was extracted with diethyl ether, and the extract was washed with water, dried and evaporated. The residue was crystallized from methanol to give 2-methoxy-5-(2-chlorophenoxy)benzaldehyde (8 g). mp 65... Starting materials: ClCCl, CSc1nccc(-c2c(-c3ccnc(F)c3)nn3ccccc23)n1, O=C(OO)c1cccc(Cl)c1. Product: CS(=O)c1nccc(-c2c(-c3ccnc(F)c3)nn3ccccc23)n1. RXN SMILES: [Cl:36][CH2:37][Cl:38].[F:1][c:2]1[n:3][cH:4][cH:5][c:6](-[c:8]2[n:9][n:10]3[c:11]([cH:12][cH:13][cH:14][cH:15]3)[c:16]2-[c:17]2[n:18][c:19]([S:23][CH3:24])[n:20][cH:21][cH:22]2)[cH:7]1.[OH:25][O:26][C:27]([c:28]1[cH:29][c:30]([Cl:31])[cH:32][cH:33][cH:34]1)=[O:35]>>[F:1][c:2]1[n:3][cH:4][cH:5][c:6](-[c:8]2[n:9][n:10]3[c:11]([cH:12][cH:13][cH:14][cH:15]3)[c:16]2-[c:17]2[n:18][c:19]([S:23]([CH3:24])=[O:25])[n:20][cH:21][cH:22]2)[cH:7]1. Reactants: C(N)(=O)C1=C(C=C(N=N1)N[C@H]1[C@H](COCC1)NC(OC(C)(C)C)=O)NC1=NC(=CC=C1)C (tert-butyl (3R,4R)-4-(6-carbamoyl-5-(6-methylpyridin-2-ylamino)pyridazin-3-ylamino)tetrahydro-2H-pyran-3-ylcarbamate), FC(C(=O)O)(F)F (Trifluoroacetic acid). The solvent is ClCCl (dichloromethane). Conditions: temperature 0 celsius, time 3 hour. The product is N[C@H]1COCC[C@H]1NC1=CC(=C(N=N1)C(=O)N)NC1=NC(=CC=C1)C (6-((3R,4R)-3-amino-tetrahydropyran-4-ylamino)-4-(6-methyl-pyridin-2-ylamino)-pyridazine-3-carboxylic acid amide). Isolated yield 28.6%. RXN SMILES: [C:1]([C:4]1[N:9]=[N:8][C:7]([NH:10][C@@H:11]2[CH2:16][CH2:15][O:14][CH2:13][C@@H:12]2[NH:17]C(=O)OC(C)(C)C)=[CH:6][C:5]=1[NH:25][C:26]1[CH:31]=[CH:30][CH:29]=[C:28]([CH3:32])[N:27]=1)(=[O:3])[NH2:2].FC(F)(F)C(O)=O>ClCCl>[NH2:17][C@@H:12]1[C@H:11]([NH:10][C:7]2[N:8]=[N:9][C:4]([C:1]([NH2:2])=[O:3])=[C:5]([NH:25][C:26]3[CH:31]=[CH:30][CH:29]=[C:28]([CH3:32])[N:27]=3)[CH:6]=2)[CH2:16][CH2:15][O:14][CH2:13]1. Procedure details: tert-butyl (3R,4R)-4-(6-carbamoyl-5-(6-methylpyridin-2-ylamino)pyridazin-3-ylamino)tetrahydro-2H-pyran-3-ylcarbamate (60 mg, 83% pure, 0.112 mmol) was dissolved in dichloromethane (0.85 mL) and cooled to 0° C. Trifluoroacetic acid (0.35 mL, 4.49 mmol) was added drop-wise, then the mixture was warmed to room temperature. After 3 h, the mixture was concentrated in vacuo then water, sodium bicarbonate solution and ethyl acetate were added. The aqueous phase was extracted with ethyl acetate. Sodium ... The reactants are C(C)N1C(N(CN(C1)C)C=1SC2=C(N1)C=C(C=C2C=O)C=2C=NC(=NC2)N2CCC(CC2)(C(=O)OCC)C)=O (Ethyl 1-[5-[2-(3-ethyl-5-methyl-2-oxo-1,3,5-triazinan-1-yl)-7-formyl-1,3-benzothiazol-5-yl]pyrimidin-2-yl]-4-methyl-piperidine-4-carboxylate), [BH4-].[Na+] (NaBH4). Solvent: CCO.C(Cl)Cl (EtOH CH2Cl2), CCOC(=O)C (EtOAc). Conditions: temperature 0 celsius, time 2 hour. Product: C(C)N1C(N(CN(C1)C)C=1SC2=C(N1)C=C(C=C2CO)C=2C=NC(=NC2)N2CCC(CC2)(C(=O)OCC)C)=O (Ethyl 1-[5-[2-(3-ethyl-5-methyl-2-oxo-1,3,5-triazinan-1-yl)-7-(hydroxymethyl)-1,3-benzothiazol-5-yl]pyrimidin-2-yl]-4-methyl-piperidine-4-carboxylate). Isolated yield 85.7%. Reaction SMILES: [CH2:1]([N:3]1[CH2:8][N:7]([CH3:9])[CH2:6][N:5]([C:10]2[S:11][C:12]3[C:18]([CH:19]=[O:20])=[CH:17][C:16]([C:21]4[CH:22]=[N:23][C:24]([N:27]5[CH2:32][CH2:31][C:30]([CH3:38])([C:33]([O:35][CH2:36][CH3:37])=[O:34])[CH2:29][CH2:28]5)=[N:25][CH:26]=4)=[CH:15][C:13]=3[N:14]=2)[C:4]1=[O:39])[CH3:2].[BH4-].[Na+]>CCO.C(Cl)Cl.CCOC(C)=O>[CH2:1]([N:3]1[CH2:8][N:7]([CH3:9])[CH2:6][N:5]([C:10]2[S:11][C:12]3[C:18]([CH2:19][OH:20])=[CH:17][C:16]([C:21]4[CH:22]=[N:23][C:24]([N:27]5[CH2:28][CH2:29][C:30]([CH3:38])([C:33]([O:35][CH2:36][CH3:37])=[O:34])[CH2:31][CH2:32]5)=[N:25][CH:26]=4)=[CH:15][C:13]=3[N:14]=2)[C:4]1=[O:39])[CH3:2] |f:1.2,3.4|. Procedure: Ethyl 1-[5-[2-(3-ethyl-5-methyl-2-oxo-1,3,5-triazinan-1-yl)-7-formyl-1,3-benzothiazol-5-yl]pyrimidin-2-yl]-4-methyl-piperidine-4-carboxylate (560 mg, 1.02 mmol) was dissolved in 1:1 EtOH/CH2Cl2 (40 mL) and cooled to 0° C. NaBH4 (77 mg, 2.03 mmol) was added and the mixture allowed to warm to rt with stirring for 2 h. The mixture was diluted with EtOAc (200 mL), washed with water, brine and separated. The organic fraction was dried (Na2SO4) and concentrated under reduced pressure to afford the des...